This data is from the Open Reaction Database (ORD), a public repository of structured organic reaction records. The task is: describe an organic reaction: reactants, conditions, products, and yield The solvent is CO (methanol). As a reaction SMILES: [CH3:1][O:2][C:3]1[CH:19]=[C:18]([NH:20][CH3:21])[C:17]([N+:22]([O-])=O)=[CH:16][C:4]=1[O:5][C:6]1[CH:11]=[CH:10][N:9]=[C:8]([C:12]([NH:14][CH3:15])=[O:13])[CH:7]=1>CO.[Pd]>[NH2:22][C:17]1[CH:16]=[C:4]([C:3]([O:2][CH3:1])=[CH:19][C:18]=1[NH:20][CH3:21])[O:5][C:6]1[CH:11]=[CH:10][N:9]=[C:8]([C:12]([NH:14][CH3:15])=[O:13])[CH:7]=1. The reactants are COC1=C(OC2=CC(=NC=C2)C(=O)NC)C=C(C(=C1)NC)[N+](=O)[O-] ({4-[2-methoxy-4-(methylamino)-5-nitrophenoxy](2-pyridyl)}-N-methylcarboxamide). The reagents and catalysts are [Pd] (Pd/C). Product: NC=1C=C(OC2=CC(=NC=C2)C(=O)NC)C(=CC1NC)OC ({4-[3-amino-6-methoxy-4-(methylamino)phenoxy](2-pyridyl)}-N-methylcarboxamide). Procedure: A solution of {4-[2-methoxy-4-(methylamino)-5-nitrophenoxy](2-pyridyl)}-N-methylcarboxamide. In methanol was hydrogenated with 10% Pd/C. The catalyst was filtered off and the solvent was concentrated to yield {4-[3-amino-6-methoxy-4-(methylamino)phenoxy](2-pyridyl)}-N-methylcarboxamide. MS: MH+: 302. Reactants: CN1C=2N(C=3C(C1=O)=C(N(N3)CC3=CC=C(C=C3)C3=NC(=CC=C3)F)SC)[C@@H]3[C@H](N2)CCC3 ((6aR,9aS)-5,6a,7,8,9,9a-hexahydro-5-methyl-3-(methylthio)-2-(4-(6-fluoropyridin-2-yl)benzyl)-cyclopent[4,5]imidazo[1,2-a]pyrazolo[4,3-e]pyrimidin-4(2H)-one), CC#N (CH3CN), OOS(=O)[O-].[K+] (oxone). Solvent: CO (CH3OH). Reaction conditions: time 2 day. Product: CN1C=2N(C=3C(C1=O)=C(N(N3)CC3=CC=C(C=C3)C3=NC(=CC=C3)F)S(=O)(=O)C)[C@@H]3[C@H](N2)CCC3 ((6aR,9aS)-5,6a,7,8,9,9a-hexahydro-5-methyl-3-(methylsulfonyl)-2-(4-(6-fluoropyridin-2-yl)benzyl)-cyclopent[4,5]imidazo[1,2-a]pyrazolo[4,3-e]pyrimidin-4(2H)-one). RXN SMILES: [CH3:1][N:2]1[C:7](=[O:8])[C:6]2=[C:9](SC)[N:10]([CH2:12][C:13]3[CH:18]=[CH:17][C:16]([C:19]4[CH:24]=[CH:23][CH:22]=[C:21]([F:25])[N:20]=4)=[CH:15][CH:14]=3)[N:11]=[C:5]2[N:4]2[C@H:28]3[CH2:33][CH2:32][CH2:31][C@H:29]3[N:30]=[C:3]12.O[O:35][S:36]([O-:38])=O.[K+].[CH3:40]C#N>CO>[CH3:1][N:2]1[C:7](=[O:8])[C:6]2=[C:9]([S:36]([CH3:40])(=[O:38])=[O:35])[N:10]([CH2:12][C:13]3[CH:14]=[CH:15][C:16]([C:19]4[CH:24]=[CH:23][CH:22]=[C:21]([F:25])[N:20]=4)=[CH:17][CH:18]=3)[N:11]=[C:5]2[N:4]2[C@H:28]3[CH2:33][CH2:32][CH2:31][C@H:29]3[N:30]=[C:3]12 |f:1.2|. Procedure details: (6aR,9aS)-5,6a,7,8,9,9a-hexahydro-5-methyl-3-(methylthio)-2-(4-(6-fluoropyridin-2-yl)benzyl)-cyclopent[4,5]imidazo[1,2-a]pyrazolo[4,3-e]pyrimidin-4(2H)-one (35.2 mg, 0.076 mmol) is dissolved in CH3CN (0.5 mL) and CH3OH (2 mL), and then an aqueous solution of oxone (139 mg, 0.226 mmol) is added. The reaction mixture is stirred at room temperature for 2 days, and then purified by a semi-preparative HPLC to give pure product as white solids. MS (ESI) m/z 495.2 [M+H]+. Starting materials: CCOC(=O)N=NC(=O)OCC, C1CCOC1, OC1CCCCC1, COC(=O)c1ccc(-c2ccc(O)cc2)cc1. Yields the product COC(=O)c1ccc(-c2ccc(OC3CCCCC3)cc2)cc1. Reaction SMILES: [O:25]=[C:26]([O:27][CH2:28][CH3:29])[N:30]=[N:31][C:32]([O:33][CH2:34][CH3:35])=[O:36].[O:37]1[CH2:38][CH2:39][CH2:40][CH2:41]1.[OH:18][CH:19]1[CH2:20][CH2:21][CH2:22][CH2:23][CH2:24]1.[OH:1][c:2]1[cH:3][cH:4][c:5](-[c:8]2[cH:9][cH:10][c:11]([C:12](=[O:13])[O:14][CH3:15])[cH:16][cH:17]2)[cH:6][cH:7]1>>[O:1]([c:2]1[cH:3][cH:4][c:5](-[c:8]2[cH:9][cH:10][c:11]([C:12](=[O:13])[O:14][CH3:15])[cH:16][cH:17]2)[cH:6][cH:7]1)[CH:19]1[CH2:20][CH2:21][CH2:22][CH2:23][CH2:24]1. Starting materials: OC=1C(N(C2=CC=CC=C2C1C(=O)Cl)C)=O (3-hydroxy-1-methyl-2-oxo-1,2-dihydroquinoline-4-carbonyl chloride), N[C@@H](C)C=1C=C(C=CC1)N1CCN(CC1)C(=O)OCC1=CC=CC=C1 ((S)-benzyl 4-(3-(1-aminoethyl)phenyl)piperazine-1-carboxylate), N[C@@H](C)C=1C=C(C=CC1)N1CCN(CC1)C(=O)OCC1=CC=CC=C1 ((S)-benzyl 4-(3-(1-aminoethyl)phenyl)piperazine-1-carboxylate). Product: OC=1C(N(C2=CC=CC=C2C1C(=O)N[C@@H](C)C=1C=C(C=CC1)N1CCN(CC1)C(=O)OCC1=CC=CC=C1)C)=O ((S)-benzyl 4-(3-(1-(3-hydroxy-1-methyl-2-oxo-1,2-dihydroquinoline-4-carboxamido)ethyl)phenyl)piperazine-1-carboxylate). RXN SMILES: [OH:1][C:2]1[C:3](=[O:16])[N:4]([CH3:15])[C:5]2[C:10]([C:11]=1[C:12](Cl)=[O:13])=[CH:9][CH:8]=[CH:7][CH:6]=2.[NH2:17][C@H:18]([C:20]1[CH:21]=[C:22]([N:26]2[CH2:31][CH2:30][N:29]([C:32]([O:34][CH2:35][C:36]3[CH:41]=[CH:40][CH:39]=[CH:38][CH:37]=3)=[O:33])[CH2:28][CH2:27]2)[CH:23]=[CH:24][CH:25]=1)[CH3:19]>>[OH:1][C:2]1[C:3](=[O:16])[N:4]([CH3:15])[C:5]2[C:10]([C:11]=1[C:12]([NH:17][C@H:18]([C:20]1[CH:21]=[C:22]([N:26]3[CH2:27][CH2:28][N:29]([C:32]([O:34][CH2:35][C:36]4[CH:41]=[CH:40][CH:39]=[CH:38][CH:37]=4)=[O:33])[CH2:30][CH2:31]3)[CH:23]=[CH:24][CH:25]=1)[CH3:19])=[O:13])=[CH:9][CH:8]=[CH:7][CH:6]=2. Procedure details: Following the same procedure as described for Example 3, Example 205 was prepared as an off-white powder by using 3-hydroxy-1-methyl-2-oxo-1,2-dihydroquinoline-4-carbonyl chloride and (S)-benzyl 4-(3-(1-aminoethyl)phenyl)piperazine-1-carboxylate (Intermediate 34). LC-MS (ESI) m/z 541 (M+H), RT=2.00 min (Method B). Orthogonal HPLC (150×4.6 mm 3.5 μm, 254 nm): Sunfire {RT=8.9 min, 93%}; Xbridge {RT=8.5 min, 92%}.